This data is from the Open Reaction Database (ORD), a public repository of structured organic reaction records. The task is: describe an organic reaction: reactants, conditions, products, and yield Reactants: COC(=O)c1ncn2c1CN(Cc1ccccc1)CC2, CO. Yields the product COC(=O)c1ncn2c1CNCC2. As a reaction SMILES: [CH2:1]([c:2]1[cH:3][cH:4][cH:5][cH:6][cH:7]1)[N:8]1[CH2:9][c:10]2[n:11]([cH:14][n:15][c:16]2[C:17](=[O:18])[O:19][CH3:20])[CH2:12][CH2:13]1.[CH3:21][OH:22]>>[NH:8]1[CH2:9][c:10]2[n:11]([cH:14][n:15][c:16]2[C:17](=[O:18])[O:19][CH3:20])[CH2:12][CH2:13]1.